Task: describe an organic reaction: reactants, conditions, products, and yield. Dataset: the Open Reaction Database (ORD), a public repository of structured organic reaction records Starting materials: N(=[N+]=[N-])CCCC1=CC=C(C=C1)NC1=CC(=C(C=N1)CC(=O)N)NCC1=CC(=CC(=C1)F)F (6-{[4-(3-azidopropyl)phenyl]amino}-4-[(3,5-difluorobenzyl)amino]pyridine-3-carboxyamide), N(=[N+]=[N-])CCCC1=CC=C(C=C1)NC1=CC(=C(C=N1)CC(=O)N)NCC1=CC(=CC(=C1)F)F (6-{[4-(3-azidopropyl)phenyl]amino}-4-[(3,5-difluorobenzyl)amino]pyridine-3-carboxyamide). The reagents and catalysts are [C].[Pd] (palladium carbon). Run in C(C)O (ethanol). Run at time 1 hour. Yields the product NCCCC1=CC=C(C=C1)NC1=CC(=C(C=N1)CC(=O)N)NCC1=CC(=CC(=C1)F)F (6-{[4-(3-aminopropyl)phenyl]amino}-4-[(3,5-difluorobenzyl)amino]pyridine-3-carboxyamide). The yield is 74.6%. As a reaction SMILES: [N:1]([CH2:4][CH2:5][CH2:6][C:7]1[CH:12]=[CH:11][C:10]([NH:13][C:14]2[N:19]=[CH:18][C:17]([CH2:20][C:21]([NH2:23])=[O:22])=[C:16]([NH:24][CH2:25][C:26]3[CH:31]=[C:30]([F:32])[CH:29]=[C:28]([F:33])[CH:27]=3)[CH:15]=2)=[CH:9][CH:8]=1)=[N+]=[N-]>C(O)C.[C].[Pd]>[NH2:1][CH2:4][CH2:5][CH2:6][C:7]1[CH:12]=[CH:11][C:10]([NH:13][C:14]2[N:19]=[CH:18][C:17]([CH2:20][C:21]([NH2:23])=[O:22])=[C:16]([NH:24][CH2:25][C:26]3[CH:31]=[C:30]([F:32])[CH:29]=[C:28]([F:33])[CH:27]=3)[CH:15]=2)=[CH:9][CH:8]=1 |f:2.3|. Procedure: 229 mg of 6-{[4-(3-azidopropyl)phenyl]amino}-4-[(3,5-difluorobenzyl)amino]pyridine-3-carboxyamide (the compound of Example 200) was dissolved in 30 mL of ethanol, to which 46 mg of 10% palladium carbon was added, and stirred under a hydrogen atmosphere at room temperature for 1 hour. The 10% palladium carbon was filtered off, the solvent was evaporated, and the residue was purified by silica gel column chromatography (chloroform:methanol=10:1 to chloroform:ammonia methanol=10:1) to obtain 161 mg... Conditions: time 2.5 hour. The reactants are [H-].[Na+] (sodium hydride), BrCCCN1C(C=2C(C1=O)=CC=CC2)=O (N-(3-bromopropyl)phthalimide), [H-].[Na+] (sodium hydride), BrCCCN1C(C=2C(C1=O)=CC=CC2)=O (N-(3-bromopropyl)phthalimide), [I-].[Na+] (sodium iodide), [H-].[Na+] (sodium hydride), BrCCCN1C(C=2C(C1=O)=CC=CC2)=O (N-(3-bromopropyl)phthalimide), [Cl-].[NH4+] (ammonium chloride), C(C)(=O)NC1=C(C=C(C=C1)C=1OC2=C(C(C1)=O)C(=C(C=C2F)F)N)F (2-(4-Acetylamino-3-fluorophenyl)-5-amino-6,8-difluoro-4H-1-benzopyran-4-one). The product is C(C)(=O)N(CCCN1C(C=2C(C1=O)=CC=CC2)=O)C2=C(C=C(C=C2)C=2OC1=C(C(C2)=O)C(=C(C=C1F)F)N)F (2-[4-[N-Acetyl-N-(3-phthalimidopropyl)amino]-3-fluorophenyl]-5-amino-6,8-difluoro-4H-1-benzopyran-4-one). Reported procedure: 1.81 g of Compound 27 was dissolved in 60 ml of dimethylformamide, 208 mg of sodium hydride (60% oil dispersion), 1.67 g of N-(3-bromopropyl)phthalimide and 156 mg of sodium iodide were added and the mixture was stirred at room temperature for 2.5 hours. Additional 104 mg of sodium hydride (60% oil dispersion) and 697 mg of N-(3-bromopropyl)phthalimide were added and the mixture was stirred at room temperature for 1.8 hours. Additional 62.4 mg of sodium hydride (60% oil dispersion) and 418 mg of... The solvent is CN(C=O)C (dimethylformamide). RXN SMILES: [C:1]([NH:4][C:5]1[CH:10]=[CH:9][C:8]([C:11]2[O:12][C:13]3[C:21]([F:22])=[CH:20][C:19]([F:23])=[C:18]([NH2:24])[C:14]=3[C:15](=[O:17])[CH:16]=2)=[CH:7][C:6]=1[F:25])(=[O:3])[CH3:2].[H-].[Na+].Br[CH2:29][CH2:30][CH2:31][N:32]1[C:36](=[O:37])[C:35]2=[CH:38][CH:39]=[CH:40][CH:41]=[C:34]2[C:33]1=[O:42].[I-].[Na+].[Cl-].[NH4+]>CN(C)C=O>[C:1]([N:4]([C:5]1[CH:10]=[CH:9][C:8]([C:11]2[O:12][C:13]3[C:21]([F:22])=[CH:20][C:19]([F:23])=[C:18]([NH2:24])[C:14]=3[C:15](=[O:17])[CH:16]=2)=[CH:7][C:6]=1[F:25])[CH2:29][CH2:30][CH2:31][N:32]1[C:36](=[O:37])[C:35]2=[CH:38][CH:39]=[CH:40][CH:41]=[C:34]2[C:33]1=[O:42])(=[O:3])[CH3:2] |f:1.2,4.5,6.7|. Isolated yield 61.8%. The reactants are C(C)OP(=O)(OCC)C(CC(=O)OC(C)(C)C)P(=O)(OCC)OCC (t-Butyl 3,3-bis(diethylphosphono)propanoate). Solvent: C(=O)(C(F)(F)F)O (TFA). The product is C(C)OP(=O)(OCC)C(CC(=O)O)P(=O)(OCC)OCC (3,3-bis(diethylphosphono)propanoic acid), solid. Isolated yield 75.0%. RXN SMILES: [CH2:1]([O:3][P:4]([CH:9]([P:18]([O:23][CH2:24][CH3:25])([O:20][CH2:21][CH3:22])=[O:19])[CH2:10][C:11]([O:13]C(C)(C)C)=[O:12])([O:6][CH2:7][CH3:8])=[O:5])[CH3:2]>C(O)(C(F)(F)F)=O>[CH2:21]([O:20][P:18]([CH:9]([P:4]([O:6][CH2:7][CH3:8])([O:3][CH2:1][CH3:2])=[O:5])[CH2:10][C:11]([OH:13])=[O:12])([O:23][CH2:24][CH3:25])=[O:19])[CH3:22]. Reported procedure: Ester 40 (2.1 g, 5.2 mmol) was stirred in TFA (12 mL) for 2.5 min and concentrated under reduced pressure. Crude acid 41 was purified by flash chromatography (gradient elution 100% ethyl acetate-10% methanol/ethyl acetate). Acid 41 was obtained as a white solid (1.35 g, 75%). 1H NMR (400 MHz, CDCl3) δ 1.28-1.39 (m, 12H), 2.86 (dt, J=16.1, 6.3, 2H), 3.12 (tt, J=24.0, 6.3, 1H), 4.13-4.26 (m, 8H). The reactants are BrCCCOCc1ccccc1, O=C([O-])O, [H-], [Na+], [Na+], CN(C)C=O, Nc1cc[nH]n1. Yields the product Nc1ccn(CCCOCc2ccccc2)n1. Reaction SMILES: [Br:9][CH2:10][CH2:11][CH2:12][O:13][CH2:14][c:15]1[cH:16][cH:17][cH:18][cH:19][cH:20]1.[C:21](=[O:22])([OH:23])[O-:24].[H-:1].[Na+:25].[Na+:2].[O:26]=[CH:27][N:28]([CH3:29])[CH3:30].[nH:3]1[n:4][c:5]([NH2:8])[cH:6][cH:7]1>>[n:3]1([CH2:10][CH2:11][CH2:12][O:13][CH2:14][c:15]2[cH:16][cH:17][cH:18][cH:19][cH:20]2)[n:4][c:5]([NH2:8])[cH:6][cH:7]1. The reactants are CN(C=1C=CC2=C(N(C(C=3CCCNC23)=O)COC)C1)C (8-(Dimethylamino)-6-(methoxymethyl)-1,2,3,4-tetrahydrobenzo[h][1,6]naphthyridine-5(6H)-one), Cl (hydrochloric acid). Solvent: C(C)O (ethanol). Run at temperature 80 celsius, time 8 hour. The product is Cl.CN(C=1C=CC2=C(NC(C=3CCCNC23)=O)C1)C (8-(Dimethylamino)-1,2,3,4-tetrahydrobenzo[h][1,6]naphthyridine-5(6H)-one hydrochloride). The yield is 92.0%. As a reaction SMILES: [CH3:1][N:2]([CH3:21])[C:3]1[CH:4]=[CH:5][C:6]2[C:15]3[NH:14][CH2:13][CH2:12][CH2:11][C:10]=3[C:9](=[O:16])[N:8](COC)[C:7]=2[CH:20]=1.[ClH:22]>C(O)C>[ClH:22].[CH3:1][N:2]([CH3:21])[C:3]1[CH:4]=[CH:5][C:6]2[C:15]3[NH:14][CH2:13][CH2:12][CH2:11][C:10]=3[C:9](=[O:16])[NH:8][C:7]=2[CH:20]=1 |f:3.4|. Procedure: The compound (100 mg, 0.34 mmol) prepared in step 3 was dissolved in ethanol (5 ml) and added with conc. hydrochloric acid (1.0 ml). The mixture was stirred overnight at 80° C., cooled to room temperature, and concentrated under reduced pressure to obtain the title compound (89.6 mg, yield: 92%, yellow solid). Starting materials: COC([C@@H](C1=CC=C(C=C1)OCCO)NC(=O)OC(C)(C)C)=O ((R)-tert-butoxycarbonylamino-[4-(2-hydroxy-ethoxy)-phenyl]-acetic acid methyl ester), CS(=O)(=O)Cl (methanesulfonyl chloride). The solvent is N1=CC=CC=C1 (pyridine). Conditions: time 3 hour. The product is COC([C@@H](C1=CC=C(C=C1)OCCOS(=O)(=O)C)NC(=O)OC(C)(C)C)=O ((R)-tert-butoxycarbonylamino-[4-(2-methanesulfonyloxy-ethoxy)-phenyl]-acetic acid methyl ester). The yield is 49.6%. RXN SMILES: [CH3:1][O:2][C:3](=[O:23])[C@H:4]([NH:15][C:16]([O:18][C:19]([CH3:22])([CH3:21])[CH3:20])=[O:17])[C:5]1[CH:10]=[CH:9][C:8]([O:11][CH2:12][CH2:13][OH:14])=[CH:7][CH:6]=1.[CH3:24][S:25](Cl)(=[O:27])=[O:26]>N1C=CC=CC=1>[CH3:1][O:2][C:3](=[O:23])[C@H:4]([NH:15][C:16]([O:18][C:19]([CH3:20])([CH3:22])[CH3:21])=[O:17])[C:5]1[CH:6]=[CH:7][C:8]([O:11][CH2:12][CH2:13][O:14][S:25]([CH3:24])(=[O:27])=[O:26])=[CH:9][CH:10]=1. Reported procedure: To a stirred solution of (R)-tert-butoxycarbonylamino-[4-(2-hydroxy-ethoxy)-phenyl]-acetic acid methyl ester (80 mg, 0.25 mmol) in pyridine (1.5 mL) was added methanesulfonyl chloride (0.023 mL, 0.30 mmol) dropwise. The reaction mixture was stirred at room temperature for 3 hours. The solvent was evaporated and the crude product was purified by chromatography over silica gel eluted with 3:1 v/v hexanes/ethyl acetate to give (R)-tert-butoxycarbonylamino-[4-(2-methanesulfonyloxy-ethoxy)-phenyl]-ac...